This data is from the Open Reaction Database (ORD), a public repository of structured organic reaction records. The task is: describe an organic reaction: reactants, conditions, products, and yield Starting materials: [OH-].[Na+] (sodium hydroxide), C(C)OC(=O)[C@H]1CN(CCC1)CCOC\C(=C\C1=CC=CC=C1)\C1=CC=CC=C1 (E-(R)-1-(2-((2,3-diphenyl-2-propen-1-yl)oxy)ethyl)-3-piperidinecarboxylic acid ethyl ester), Cl (hydrochloric acid). Reported procedure: The above ester (1.45 g, 3.7 mmol) was dissolved in absolute ethanol (15 ml) and 4N sodium hydroxide (1.9 ml) was added. After stirring at ambient temperature for 4 h the mixture was diluted with dichloromethane (300 ml), cooled to 0° C. and 4N hydrochloric acid (4 ml) was added. The mixture was dried (Na2SO4) and the solvent evaporated in vacuo. The residue was re-evaporated with acetone, suspended in acetone (10 ml), the precipitate collected and dried in the air. This afforded 1.2 g of the ti... Run in ClCCl (dichloromethane), C(C)O (ethanol). As a reaction SMILES: C([O:3][C:4]([C@@H:6]1[CH2:11][CH2:10][CH2:9][N:8]([CH2:12][CH2:13][O:14][CH2:15]/[C:16](/[C:24]2[CH:29]=[CH:28][CH:27]=[CH:26][CH:25]=2)=[CH:17]/[C:18]2[CH:23]=[CH:22][CH:21]=[CH:20][CH:19]=2)[CH2:7]1)=[O:5])C.[OH-].[Na+].[ClH:32]>C(O)C.ClCCl>[ClH:32].[C:24]1(/[C:16](=[CH:17]\[C:18]2[CH:23]=[CH:22][CH:21]=[CH:20][CH:19]=2)/[CH2:15][O:14][CH2:13][CH2:12][N:8]2[CH2:9][CH2:10][CH2:11][C@@H:6]([C:4]([OH:5])=[O:3])[CH2:7]2)[CH:25]=[CH:26][CH:27]=[CH:28][CH:29]=1 |f:1.2,6.7|. Reaction conditions: time 4 hour. Product: Cl.C1(=CC=CC=C1)/C(/COCCN1C[C@@H](CCC1)C(=O)O)=C\C1=CC=CC=C1 (E-(R)-1-(2-((2,3-Diphenyl-2-propen-1-yl)oxy)ethyl)-3-piperidinecarboxylic acid hydrochloride).